From a dataset of the Open Reaction Database (ORD), a public repository of structured organic reaction records. describe an organic reaction: reactants, conditions, products, and yield The reactants are C(=C)[Mg]Cl (vinylmagnesium chloride), COC1=CC=2C(C3=CC(=CC=C3OC2C=C1)C=1C=NC=NC1)=O (2-methoxy-7-(pyrimidin-5-yl)-9H-xanthen-9-one). Run in C1CCOC1 (THF). Reaction conditions: temperature -10 celsius, time 30 minute. The product is COC1=CC=2C(C3=CC(=CC=C3OC2C=C1)C=1C=NC=NC1)(O)C=C (2-methoxy-7-(pyrimidin-5-yl)-9-vinyl-9H-xanthen-9-ol). As a reaction SMILES: [CH:1]([Mg]Cl)=[CH2:2].[CH3:5][O:6][C:7]1[CH:20]=[CH:19][C:18]2[O:17][C:16]3[C:11](=[CH:12][C:13]([C:21]4[CH:22]=[N:23][CH:24]=[N:25][CH:26]=4)=[CH:14][CH:15]=3)[C:10](=[O:27])[C:9]=2[CH:8]=1>C1COCC1>[CH3:5][O:6][C:7]1[CH:20]=[CH:19][C:18]2[O:17][C:16]3[C:11](=[CH:12][C:13]([C:21]4[CH:26]=[N:25][CH:24]=[N:23][CH:22]=4)=[CH:14][CH:15]=3)[C:10]([CH:1]=[CH2:2])([OH:27])[C:9]=2[CH:8]=1. Reported procedure: A solution of vinylmagnesium chloride (1.6M solution in THF; 0.82 mL, 1.314 mmol) was added dropwise to a solution of 2-methoxy-7-(pyrimidin-5-yl)-9H-xanthen-9-one (200 mg, 0.657 mmol) in THF (10 mL) at −78° C. After 30 min, the reaction mixture was allowed to warm to −10° C. and was then quenched with saturated aqueous ammonium chloride. The reaction was extracted with EtOAc, and the organic phase was dried over sodium sulfate, and concentrated under reduced pressure. The residue was purified b... Reactants: C(C)C=1C(=CC(=C(C(=O)C2=CC=CC=C2)C1)O)O (5-ethyl-2,4-dihydroxybenzophenone), BrCCCCC#N (5-bromopentanenitrile). Product: C(C1=CC=CC=C1)(=O)C1=CC(=C(OCCCCC#N)C=C1O)CC (5-(4-Benzoyl-2-ethyl-5-hydroxyphenoxy)pentanenitrile). Yield: 38.2%. Reaction SMILES: [CH2:1]([C:3]1[C:4]([OH:18])=[CH:5][C:6]([OH:17])=[C:7]([CH:16]=1)[C:8]([C:10]1[CH:15]=[CH:14][CH:13]=[CH:12][CH:11]=1)=[O:9])[CH3:2].Br[CH2:20][CH2:21][CH2:22][CH2:23][C:24]#[N:25]>>[C:8]([C:7]1[C:6]([OH:17])=[CH:5][C:4]([O:18][CH2:20][CH2:21][CH2:22][CH2:23][C:24]#[N:25])=[C:3]([CH2:1][CH3:2])[CH:16]=1)(=[O:9])[C:10]1[CH:15]=[CH:14][CH:13]=[CH:12][CH:11]=1. Reported procedure: Following the procedure of Example 16, 0.726 g of 5-ethyl-2,4-dihydroxybenzophenone and 0.53 g of 5-bromopentanenitrile were allowed to react and provided 0.37 g of the desired title product, m.p.=42°-44° C. Starting materials: ClCCl, CC(C)S(=O)(=O)NC1CCc2cc(CO)ccc21, O=S(Cl)Cl. Yields the product CC(C)S(=O)(=O)NC1CCc2cc(CCl)ccc21. Reaction SMILES: [Cl:23][CH2:24][Cl:25].[OH:5][CH2:6][c:7]1[cH:8][c:9]2[c:13]([cH:14][cH:15]1)[CH:12]([NH:16][S:17](=[O:18])(=[O:19])[CH:20]([CH3:21])[CH3:22])[CH2:11][CH2:10]2.[S:1]([Cl:2])([Cl:3])=[O:4]>>[Cl:3][CH2:6][c:7]1[cH:8][c:9]2[c:13]([cH:14][cH:15]1)[CH:12]([NH:16][S:17](=[O:18])(=[O:19])[CH:20]([CH3:21])[CH3:22])[CH2:11][CH2:10]2.